This data is from the Open Reaction Database (ORD), a public repository of structured organic reaction records. The task is: describe an organic reaction: reactants, conditions, products, and yield As a reaction SMILES: Br[C:2]1[CH:3]=[C:4]2[C:9](=[CH:10][CH:11]=1)[N:8]=[C:7]([NH:12][CH2:13][C:14]1[CH:19]=[CH:18][CH:17]=[CH:16][C:15]=1[O:20][CH3:21])[CH:6]=[CH:5]2.[N:22]1([C:28]2[N:32]=[C:31]([NH2:33])[O:30][N:29]=2)[CH2:27][CH2:26][CH2:25][CH2:24][CH2:23]1>>[CH3:21][O:20][C:15]1[CH:16]=[CH:17][CH:18]=[CH:19][C:14]=1[CH2:13][NH:12][C:7]1[CH:6]=[CH:5][C:4]2[C:9](=[CH:10][CH:11]=[C:2]([NH:33][C:31]3[O:30][N:29]=[C:28]([N:22]4[CH2:27][CH2:26][CH2:25][CH2:24][CH2:23]4)[N:32]=3)[CH:3]=2)[N:8]=1. The product is COC1=C(CNC2=NC3=CC=C(C=C3C=C2)NC2=NC(=NO2)N2CCCCC2)C=CC=C1 (N2-(2-Methoxy-benzyl)-N6-(3-piperidin-1-yl-[1,2,4]oxadiazol-5-yl)-quinoline-2,6-diamine). The reactants are BrC=1C=C2C=CC(=NC2=CC1)NCC1=C(C=CC=C1)OC ((6-bromo-quinolin-2-yl)-(2-methoxy-benzyl)-amine), N1(CCCCC1)C1=NOC(=N1)N (3-(piperidin-1-yl)-[1,2,4]oxadiazol-5-yl-amine). Reported procedure: The title compound, light brown foam, MS: m/e=431.3 (M+H+), was prepared in accordance with the general method of example 84 from (6-bromo-quinolin-2-yl)-(2-methoxy-benzyl)-amine (see example 2, step A) and 3-(piperidin-1-yl)-[1,2,4]oxadiazol-5-yl-amine [CAS-No. 75565-19-4]. Starting materials: ClC1=NC(=C2NC=NC2=N1)Cl (2,6-dichloropurine), C(C)OCC (diethyl ether), [H-].[Na+] (sodium hydride), IC(C)C (2-iodopropane). The solvent is CN(C)C=O (DMF). Reaction conditions: time 1 hour. Yields the product ClC1=NC(=C2N=CN(C2=N1)C(C)C)Cl (2,6-dichloro-9-isopropylpurine). Reaction SMILES: [Cl:1][C:2]1[N:10]=[C:9]2[C:5]([NH:6][CH:7]=[N:8]2)=[C:4]([Cl:11])[N:3]=1.[H-].[Na+].I[CH:15]([CH3:17])[CH3:16].C(OCC)C>CN(C=O)C>[Cl:1][C:2]1[N:10]=[C:9]2[C:5]([N:6]=[CH:7][N:8]2[CH:15]([CH3:17])[CH3:16])=[C:4]([Cl:11])[N:3]=1 |f:1.2|. Procedure: The 2,6-dichloropurine (5.00 g, 26.46 mmol) was suspended in 55 ml of dry DMF at room temperature and treated with sodium hydride, 60% dispersion (1.21 g, 31.75 mmol) added in portions. After stirring for 1 hr, 2-iodopropane (4.5 ml, 44.98 mmol) was added and the reaction stirred for 2 days. The reaction was poured into diethyl ether and washed once with saturated sodium bicarbonate solution and once with water. The mixture was dried over anhydrous sodium sulfate and concentrated in vacuo. The c... The product is CC(=O)CC(O)C(C)CSc1cccc(Cl)c1. Starting materials: [Br-], COC(=O)CC(C)=O, CC(=O)[O-], CCCC[N+](CCCC)(CCCC)CCCC, Cc1ccccc1, CC(C=O)CSc1cccc(Cl)c1, Cl, [Na+], [Na+], [OH-], O. Reaction SMILES: [Br-:31].[C:1]([CH2:2][C:3](=[O:4])[CH3:5])([O:6][CH3:7])=[O:8].[CH3:13][C:14](=[O:15])[O-:16].[CH3:32][CH2:33][CH2:34][CH2:35][N+:36]([CH2:37][CH2:38][CH2:39][CH3:40])([CH2:41][CH2:42][CH2:43][CH3:44])[CH2:45][CH2:46][CH2:47][CH3:48].[CH3:49][c:50]1[cH:51][cH:52][cH:53][cH:54][cH:55]1.[Cl:17][c:18]1[cH:19][c:20]([S:24][CH2:25][CH:26]([CH:27]=[O:28])[CH3:29])[cH:21][cH:22][cH:23]1.[ClH:11].[Na+:10].[Na+:12].[OH-:9].[OH2:30]>>[CH2:2]([C:3](=[O:4])[CH3:5])[CH:27]([CH:26]([CH2:25][S:24][c:20]1[cH:19][c:18]([Cl:17])[cH:23][cH:22][cH:21]1)[CH3:29])[OH:28].